From a dataset of the Open Reaction Database (ORD), a public repository of structured organic reaction records. describe an organic reaction: reactants, conditions, products, and yield RXN SMILES: [CH3:1][c:2]1[c:3]([C:4](=[O:5])[O:6][CH2:7][CH3:8])[c:9]([O:13][CH2:14][CH2:15][O:16][CH:17]2[CH2:18][CH:19]([O:23][CH2:24][c:25]3[n:26][c:27](-[c:31]4[cH:32][c:33]([CH3:37])[cH:34][cH:35][cH:36]4)[o:28][c:29]3[CH3:30])[CH2:20][CH2:21][CH2:22]2)[cH:10][cH:11][cH:12]1.[CH3:40][OH:41].[CH3:43][CH2:44][O:45][C:46](=[O:47])[CH3:48].[ClH:42].[Na+:39].[OH-:38]>>[CH3:1][c:2]1[c:3]([C:4](=[O:5])[OH:6])[c:9]([O:13][CH2:14][CH2:15][O:16][CH:17]2[CH2:18][CH:19]([O:23][CH2:24][c:25]3[n:26][c:27](-[c:31]4[cH:32][c:33]([CH3:37])[cH:34][cH:35][cH:36]4)[o:28][c:29]3[CH3:30])[CH2:20][CH2:21][CH2:22]2)[cH:10][cH:11][cH:12]1. The reactants are CCOC(=O)c1c(C)cccc1OCCOC1CCCC(OCc2nc(-c3cccc(C)c3)oc2C)C1, CO, CCOC(C)=O, Cl, [Na+], [OH-]. The product is Cc1cccc(-c2nc(COC3CCCC(OCCOc4cccc(C)c4C(=O)O)C3)c(C)o2)c1.